Task: describe an organic reaction: reactants, conditions, products, and yield. Dataset: the Open Reaction Database (ORD), a public repository of structured organic reaction records Starting materials: C(=O)(O)C=1C(=C(C(=CC1I)I)NC(CN1CCNCCNCCNCC1)=O)I (N-(3-carboxy-2,4,6-triiodophenyl)-1,4,7,10-tetraazacyclododecane-1-acetamide), Cl.Cl.Cl.O=C(CCCCCNC(CN1CCNCCNCCNCC1)=O)NC=1C(=C(C(=O)O)C(=CC1I)I)I (3-[[1-oxo-6-[[(1,4,7,10-tetraazacyclododec-1-yl) acetyl]amino]hexyl]amino]-2,4,6-triiodobenzoic acid trihydrochloride), BrCC(=O)O (bromoacetic acid). Solvent: CCO (EtOH), O (H2O). The product is C(=O)(O)CN1CCN(CCN(CCN(CC1)CC(=O)O)CC(=O)O)CC(=O)NCCCCCC(=O)NC=1C(=C(C(=O)O)C(=CC1I)I)I (3-[[6-[[[4,7,10-tris(carboxymethyl)-1,4,7,10-tetraazacyclododec-1-yl]acetyl]amino]-1-oxohexyl]amino]-2,4,6-triiodobenzoic acid). Yield: 73.5%. RXN SMILES: [C:1]([C:4]1C(I)=C(NC(=O)CN2CCNCCNCCNCC2)C(I)=CC=1I)([OH:3])=[O:2].Cl.Cl.Cl.[O:32]=[C:33]([NH:55][C:56]1[C:57]([I:67])=[C:58]([C:62]([I:66])=[CH:63][C:64]=1[I:65])[C:59]([OH:61])=[O:60])[CH2:34][CH2:35][CH2:36][CH2:37][CH2:38][NH:39][C:40](=[O:54])[CH2:41][N:42]1[CH2:53][CH2:52][NH:51][CH2:50][CH2:49][NH:48][CH2:47][CH2:46][NH:45][CH2:44][CH2:43]1.Br[CH2:69][C:70]([OH:72])=[O:71]>CCO.O>[C:70]([CH2:69][N:45]1[CH2:46][CH2:47][N:48]([CH2:4][C:1]([OH:3])=[O:2])[CH2:49][CH2:50][N:51]([CH2:4][C:1]([OH:3])=[O:2])[CH2:52][CH2:53][N:42]([CH2:41][C:40]([NH:39][CH2:38][CH2:37][CH2:36][CH2:35][CH2:34][C:33]([NH:55][C:56]2[C:57]([I:67])=[C:58]([C:62]([I:66])=[CH:63][C:64]=2[I:65])[C:59]([OH:61])=[O:60])=[O:32])=[O:54])[CH2:43][CH2:44]1)([OH:72])=[O:71] |f:1.2.3.4|. Procedure details: According to the procedure described in Example 3, 142.4 g of compound (B) 3-[[1-oxo-6-[[(1,4,7,10-tetraazacyclododec-1-yl) acetyl]amino]hexyl]amino]-2,4,6-triiodobenzoic acid trihydrochloride (0.15 mol ) are reacted with 83.4 g of bromoacetic acid (0.60 mol) in 750 ml of 96% EtOH and 250 ml of H2O. 72.7 g of 3-[[6-[[[4,7,10-tris(carboxymethyl)-1,4,7,10-tetraazacyclododec-1-yl]acetyl]amino]-1-oxohexyl]amino]-2,4,6-triiodobenzoic acid (0.072 mol) are obtained.